describe an organic reaction: reactants, conditions, products, and yield From a dataset of the Open Reaction Database (ORD), a public repository of structured organic reaction records. The reactants are FC(C(=O)O)(F)F (Trifluoroacetic acid), C(C)[SiH](CC)CC (triethylsilane), [OH-].[Na+] (sodium hydroxide), solution, COC(=O)C=1C=C2C=C(NC2=CC1)COC (5-methoxycarbonyl-2-(methoxymethyl)indole), ClC1=C(C=O)C=CC(=C1)Cl (2,4-dichlorobenzaldehyde). Run in ClCCl (dichloromethane), ClCCl (dichloromethane), C(Cl)(Cl)Cl (chloroform). Run at temperature 0 celsius, time 3 hour. Yields the product ClC1=C(CC2=C(NC3=CC=C(C=C23)C(=O)OC)COC)C=CC(=C1)Cl (3-(2,4-dichlorobenzyl)-5-methoxycarbonyl-2-(methoxymethyl)indole). The yield is 32.1%. RXN SMILES: FC(F)(F)C(O)=O.C([SiH](CC)CC)C.[CH3:15][O:16][C:17]([C:19]1[CH:20]=[C:21]2[C:25](=[CH:26][CH:27]=1)[NH:24][C:23]([CH2:28][O:29][CH3:30])=[CH:22]2)=[O:18].[Cl:31][C:32]1[CH:39]=[C:38]([Cl:40])[CH:37]=[CH:36][C:33]=1[CH:34]=O.[OH-].[Na+]>ClCCl.C(Cl)(Cl)Cl>[Cl:31][C:32]1[CH:39]=[C:38]([Cl:40])[CH:37]=[CH:36][C:33]=1[CH2:34][C:22]1[C:21]2[C:25](=[CH:26][CH:27]=[C:19]([C:17]([O:16][CH3:15])=[O:18])[CH:20]=2)[NH:24][C:23]=1[CH2:28][O:29][CH3:30] |f:4.5|. Procedure: Trifluoroacetic acid (1.14 g) and triethylsilane (2.33 g) are dissolved in dichloromethane (10 ml), and the resulting solution is cooled at 0° C., to which is dropwise added a solution of 5-methoxycarbonyl-2-(methoxymethyl)indole (1.10 g) and 2,4-dichlorobenzaldehyde (0.96 g) dissolved in dichloromethane (20 ml). The reaction mixture is stirred at 0° C. for 3 hours, and thereafter an aqueous solution of 10% sodium hydroxide (5 ml), chloroform (40 ml) and a saturated saline solution (40 ml) are a... Reactants: B(O)O (boronic acid), C(=O)(O)CCC1=CC=C(C=C1)C=1C([C@@H]2CC[C@]3([C@@]4(CC[C@@]5([C@@H]([C@H]4CC[C@@H]3[C@]2(CC1)C)[C@@H](CC5)C(=C)C)C(=O)O)C)C)(C)C ((1R,3aS,5aR,5bR,7aR,11aS,11bR,13aR,13bR)-9-(4-(2-carboxyethyl)phenyl)-5a,5b,8,8,11a-pentamethyl-1-(prop-1-en-2-yl)-2,3,3a,4,5,5a,5b,6,7,7a,8,11,11a,11b,12,13,13a,13b-octadecahydro-1H-cyclopenta[a]chrysene-3a-carboxylic acid), B(O)(O)C1=CC=C(C=C1)C1(CC1)C(=O)O (1-(4-boronophenyl)cyclopropanecarboxylic acid). Yields the product C(=O)(O)C1(CC1)C1=CC=C(C=C1)C=1C([C@@H]2CC[C@]3([C@@]4(CC[C@@]5([C@@H]([C@H]4CC[C@@H]3[C@]2(CC1)C)[C@@H](CC5)C(=C)C)C(=O)O)C)C)(C)C ((1R,3aS,5aR,5bR,7aR,11aS,11bR,13aR,13bR)-9-(4-(1-carboxycyclopropyl)phenyl)-5a,5b,8,8,11a-pentamethyl-1-(prop-1-en-2-yl)-2,3,3a,4,5,5a,5b,6,7,7a,8,11,11a,11b,12,13,13a,13b-octadecahydro-1H-cyclopenta[a]chrysene-3a-carboxylic acid), solid. Isolated yield 5.0%. Reaction SMILES: C(CC[C:6]1[CH:11]=[CH:10][C:9]([C:12]2[C:13]([CH3:43])([CH3:42])[C@H:14]3[C@:27]([CH3:30])([CH2:28][CH:29]=2)[C@@H:26]2[C@:17]([CH3:41])([C@@:18]4([CH3:40])[C@H:23]([CH2:24][CH2:25]2)[C@H:22]2[C@H:31]([C:34]([CH3:36])=[CH2:35])[CH2:32][CH2:33][C@:21]2([C:37]([OH:39])=[O:38])[CH2:20][CH2:19]4)[CH2:16][CH2:15]3)=[CH:8][CH:7]=1)(O)=O.B(C1C=CC([C:53]2([C:56]([OH:58])=[O:57])[CH2:55][CH2:54]2)=CC=1)(O)O.B(O)O>>[C:56]([C:53]1([C:6]2[CH:7]=[CH:8][C:9]([C:12]3[C:13]([CH3:43])([CH3:42])[C@H:14]4[C@:27]([CH3:30])([CH2:28][CH:29]=3)[C@@H:26]3[C@:17]([CH3:41])([C@@:18]5([CH3:40])[C@H:23]([CH2:24][CH2:25]3)[C@H:22]3[C@H:31]([C:34]([CH3:36])=[CH2:35])[CH2:32][CH2:33][C@:21]3([C:37]([OH:39])=[O:38])[CH2:20][CH2:19]5)[CH2:16][CH2:15]4)=[CH:10][CH:11]=2)[CH2:55][CH2:54]1)([OH:58])=[O:57]. Reported procedure: The title compound was prepared following the methods described above for compound (1R,3aS,5aR,5bR,7aR,11aS,11bR,13aR,13bR)-9-(4-(2-carboxyethyl)phenyl)-5a,5b,8,8,11a-pentamethyl-1-(prop-1-en-2-yl)-2,3,3a,4,5,5a,5b,6,7,7a,8,11,11a,11b,12,13,13a,13b-octadecahydro-1H-cyclopenta[a]chrysene-3a-carboxylic acid (example 4a) using 1-(4-boronophenyl)cyclopropanecarboxylic acid as the reactant boronic acid. The product was isolated as a white solid (1.76 mg, 5%). LCMS: m/e 597.64 (M−H)−, 4.43 min (method...